From a dataset of the Open Reaction Database (ORD), a public repository of structured organic reaction records. describe an organic reaction: reactants, conditions, products, and yield Starting materials: CS(=O)(=O)Cl, CN(C)c1ccncc1, CCN(C(C)C)C(C)C, ClCCl, CC(C)NCC1CN(S(=O)(=O)c2cccs2)CCN1c1ccc(C(C)(O)C(F)(F)F)cc1. Product: CC(C)N(CC1CN(S(=O)(=O)c2cccs2)CCN1c1ccc(C(C)(O)C(F)(F)F)cc1)S(C)(=O)=O. Reaction SMILES: [CH3:33][S:34]([Cl:35])(=[O:36])=[O:37].[CH3:50][N:51]([CH3:52])[c:53]1[cH:54][cH:55][n:56][cH:57][cH:58]1.[CH:38]([N:39]([CH2:40][CH3:41])[CH:42]([CH3:43])[CH3:44])([CH3:45])[CH3:46].[Cl:47][CH2:48][Cl:49].[F:1][C:2]([C:3]([CH3:4])([OH:5])[c:6]1[cH:7][cH:8][c:9]([N:12]2[CH:13]([CH2:26][NH:27][CH:28]([CH3:29])[CH3:30])[CH2:14][N:15]([S:18](=[O:19])(=[O:20])[c:21]3[s:22][cH:23][cH:24][cH:25]3)[CH2:16][CH2:17]2)[cH:10][cH:11]1)([F:31])[F:32]>>[F:1][C:2]([C:3]([CH3:4])([OH:5])[c:6]1[cH:7][cH:8][c:9]([N:12]2[CH:13]([CH2:26][N:27]([CH:28]([CH3:29])[CH3:30])[S:34]([CH3:33])(=[O:36])=[O:37])[CH2:14][N:15]([S:18](=[O:19])(=[O:20])[c:21]3[s:22][cH:23][cH:24][cH:25]3)[CH2:16][CH2:17]2)[cH:10][cH:11]1)([F:31])[F:32]. Starting materials: O(C1=CC=CC=C1)CC(C)N (1-Phenoxy-2-propylamine), C1=NC2=C(C(=N1)Cl)N=CN2[C@H]3[C@@H]([C@@H]([C@H](O3)CO)O)O (6-chloropurine riboside), C(C)(C)N(CC)C(C)C (diisopropylethylamine). The solvent is O1CCOCC1 (dioxan). Yields the product O(C1=CC=CC=C1)CC(C)NC=1C=2N=CN([C@H]3[C@H](O)[C@H](O)[C@@H](CO)O3)C2N=CN1 (N-(1-Phenoxy-2-propyl)adenosine). Reaction SMILES: [O:1]([CH2:8][CH:9]([NH2:11])[CH3:10])[C:2]1[CH:7]=[CH:6][CH:5]=[CH:4][CH:3]=1.[CH:12]1[N:17]=[C:16](Cl)[C:15]2[N:19]=[CH:20][N:21]([C@@H:22]3[O:26][C@H:25]([CH2:27][OH:28])[C@@H:24]([OH:29])[C@H:23]3[OH:30])[C:14]=2[N:13]=1.C(N(C(C)C)CC)(C)C>O1CCOCC1>[O:1]([CH2:8][CH:9]([NH:11][C:16]1[C:15]2[N:19]=[CH:20][N:21]([C:14]=2[N:13]=[CH:12][N:17]=1)[C@@H:22]1[O:26][C@H:25]([CH2:27][OH:28])[C@@H:24]([OH:29])[C@H:23]1[OH:30])[CH3:10])[C:2]1[CH:7]=[CH:6][CH:5]=[CH:4][CH:3]=1. Reported procedure: 1-Phenoxy-2-propylamine (0.33 g, 2.18 mmol) was reacted with 6-chloropurine riboside (i.e. 9-β-D-ribofuranosyl-9H-purine)(0.5 g, 1.7 mmol) in dioxan (30 ml) in the presence of diisopropylethylamine (0.28 g, 2.2 mmol). The reaction mixture was heated at reflux for 5 h, cooled and evaporated. The residue was purified by flash chromatography on silica gel to provide the N-(1-Phenoxy-2-propyl)adenosine (a mixture of diastereoisomers) as a foam (0.06 g, 7%), 1H NMR (DMSO-d6)δ 1.32 (3H, d, --CH3), 3.5... The reactants are CC(C)[O-], CC(C)[O-], CC(C)[O-], CC(C)[O-], CCO, O=CC1(c2ccc(OCCCN3CCCC3)cc2)CCOCC1, OCC1CCNCC1, [Ti+4]. Yields the product OCC1CCN(CC2(c3ccc(OCCCN4CCCC4)cc3)CCOCC2)CC1. As a reaction SMILES: [CH3:32][CH:33]([CH3:34])[O-:35].[CH3:37][CH:38]([CH3:39])[O-:40].[CH3:41][CH:42]([CH3:43])[O-:44].[CH3:45][CH:46]([CH3:47])[O-:48].[CH3:49][CH2:50][OH:51].[N:1]1([CH2:6][CH2:7][CH2:8][O:9][c:10]2[cH:11][cH:12][c:13]([C:16]3([CH:22]=[O:23])[CH2:17][CH2:18][O:19][CH2:20][CH2:21]3)[cH:14][cH:15]2)[CH2:2][CH2:3][CH2:4][CH2:5]1.[NH:24]1[CH2:25][CH2:26][CH:27]([CH2:30][OH:31])[CH2:28][CH2:29]1.[Ti+4:36]>>[N:1]1([CH2:6][CH2:7][CH2:8][O:9][c:10]2[cH:11][cH:12][c:13]([C:16]3([CH2:22][N:24]4[CH2:25][CH2:26][CH:27]([CH2:30][OH:31])[CH2:28][CH2:29]4)[CH2:17][CH2:18][O:19][CH2:20][CH2:21]3)[cH:14][cH:15]2)[CH2:2][CH2:3][CH2:4][CH2:5]1. Reaction SMILES: [CH3:1][N:2]1[C:6]2[CH:7]=[CH:8][CH:9]=[CH:10][C:5]=2[N:4]=[CH:3]1.[C:11](=O)([O-])[OH:12].[Na+]>C=O>[CH3:1][N:2]1[C:6]2[CH:7]=[CH:8][CH:9]=[CH:10][C:5]=2[N:4]=[C:3]1[CH2:11][OH:12] |f:1.2|. Reported procedure: 1-Methylbenzimidazole (5.0 g, 0.038 mol) was stirred at reflux in 37 wt % aqueous formaldehyde (50 ml) for 24 h. The solution was allowed to cool to room temperature then basified with saturated sodium hydrogen carbonate solution and then extracted with. dichloromethane (3×50 ml). The combined organic layers were dried over magnesium sulfate and were concentrated in vacuo. The residue was purified by flash chromatography on silica gel, eluting with 2.5 to 10% methanol in dichloromethane. The res... The solvent is C=O (formaldehyde). Product: CN1C(=NC2=C1C=CC=C2)CO ((1-methyl-1H-benzimidazol-2-yl)methanol). The reactants are CN1C=NC2=C1C=CC=C2 (1-Methylbenzimidazole), C(O)([O-])=O.[Na+] (sodium hydrogen carbonate). Reactants: ClC=1C=C(C(=O)OO)C=CC1 (3-chloroperoxybenzoic acid), C1(=CC=CC=C1)C1(CCS(C=C1)=O)C1=CC=CC=C1 (3,4-dihydro-4,4-diphenyl-2H-thiapyran 1-oxide). Run in ClCCl (dichloromethane), ClCCl (dichloromethane). Run at temperature 20 celsius, time 20 hour. Yields the product C1(=CC=CC=C1)C1(CCS(C=C1)(=O)=O)C1=CC=CC=C1 (3,4-dihydro-4,4-diphenyl2H-thiapyran 1,1-dioxide). Yield: 83.5%. RXN SMILES: ClC1C=C(C=CC=1)C(OO)=[O:6].[C:12]1([C:18]2([C:25]3[CH:30]=[CH:29][CH:28]=[CH:27][CH:26]=3)[CH:23]=[CH:22][S:21](=[O:24])[CH2:20][CH2:19]2)[CH:17]=[CH:16][CH:15]=[CH:14][CH:13]=1>ClCCl>[C:12]1([C:18]2([C:25]3[CH:30]=[CH:29][CH:28]=[CH:27][CH:26]=3)[CH:19]=[CH:20][S:21](=[O:6])(=[O:24])[CH2:22][CH2:23]2)[CH:13]=[CH:14][CH:15]=[CH:16][CH:17]=1. Reported procedure: A solution of 1.12 g of 3-chloroperoxybenzoic acid (at 85%) in 25 cm3 of dry dichloromethane is added to a solution of 1.47 g of 3,4-dihydro-4,4-diphenyl-2H-thiapyran 1-oxide in 15 cm3 of dry dichloromethane. After stirring for 20 hours at 20° C. the reaction mixture is washed with 50 cm3 of a 10% aqueous solution of sodium thiosulphate and then with 50 cm3 of a saturated aqueous solution of sodium hydrogen carbonate. The organic phase is dried over magnesium sulphate and concentrated to dryness... RXN SMILES: [C:1]([C:4]1[CH:17]=[CH:16][C:15]2[O:14][C:13]3[C:8](=[CH:9][CH:10]=[CH:11][CH:12]=3)[S:7](=[O:19])(=[O:18])[C:6]=2[CH:5]=1)([OH:3])=[O:2].S(Cl)(Cl)=O.[C:24](Cl)(Cl)(Cl)Cl>>[CH3:24][O:2][C:1]([C:4]1[CH:17]=[CH:16][C:15]2[O:14][C:13]3[C:8](=[CH:9][CH:10]=[CH:11][CH:12]=3)[S:7](=[O:19])(=[O:18])[C:6]=2[CH:5]=1)=[O:3]. Starting materials: C(=O)(O)C1=CC=2S(C3=CC=CC=C3OC2C=C1)(=O)=O (2-Carboxyphenoxathiin-10,10-dioxide), S(=O)(Cl)Cl (thionyl chloride), C(Cl)(Cl)(Cl)Cl (carbon tetrachloride). Product: COC(=O)C1=CC=2S(C3=CC=CC=C3OC2C=C1)(=O)=O (2-Methoxycarbonylphenoxathiin-10,10-dioxide). Procedure: 2-Carboxyphenoxathiin-10,10-dioxide, (0.50 g.) in carbon tetrachloride (25 ml.) and thionyl chloride (2.0 ml.) was boiled under reflux for 2 hr. The solvent was evaporated and methanol (20 ml.) added. The mixture was boiled under reflux for 20 min., and cooled, whereupon 2-methoxycarbonylphenoxathiin-10,10-dioxide crystallised out and was filtered off and dried, m.pt. 160° C. Starting materials: C(C)(C)(C)OC(NC1C(CCC1)NS(=O)(=O)C1=CC=C(C)C=C1)=O (tert-Butyl-2-(tosylamino)cyclopentylcarbamate), solid, hexanes EtOAc, [Li] (lithium), C1=CC=CC2=CC=CC=C12 (naphthalene). Solvent: C(OC)COC (dimethoxyethane), C(OC)COC (dimethoxyethane). Reaction conditions: time 2 hour. Yields the product C(C)(C)(C)OC(NC1C(CCC1)N)=O (tert-Butyl-2-aminocyclopentylcarbamate). Reaction SMILES: [Li].C1C2C(=CC=CC=2)C=CC=1.[C:12]([O:16][C:17](=[O:35])[NH:18][CH:19]1[CH2:23][CH2:22][CH2:21][CH:20]1[NH:24]S(C1C=CC(C)=CC=1)(=O)=O)([CH3:15])([CH3:14])[CH3:13]>C(COC)OC>[C:12]([O:16][C:17](=[O:35])[NH:18][CH:19]1[CH2:23][CH2:22][CH2:21][CH:20]1[NH2:24])([CH3:15])([CH3:13])[CH3:14] |^1:0|. Procedure: A mixture of lithium granules (1.52 g, 226.6 mmol) and naphthalene (10.9 g, 85.0 mmol) in dry dimethoxyethane (350 mL) were stirred at room temperature for 2 h. The deep blue solution was then cooled to 0° C., a solution of 4 (10.0 g, 28.33 mmol) in dry dimethoxyethane (40 mL) was added dropwise over 20 min. The mixture was stirred at 0° C. for 5 h. The undissolved lithium was filtered off, and 1 N HCl solution (60 mL) was added to the filtrate. The organic layer was separated and extracted with...